This data is from the Open Reaction Database (ORD), a public repository of structured organic reaction records. The task is: describe an organic reaction: reactants, conditions, products, and yield Starting materials: C(=O)(N1C=NC=C1)N1C=NC=C1 (carbonyldiimidazole), ClC1=C(C=CC=2N(N=NC21)CC2CC2)C2=CC=C(C=C2)CN (1-{4-[4-Chloro-1-(cyclopropylmethyl)-1H-benzotriazol-5-yl]phenyl}methanamine), Cl.NCC(=O)OCC (ethyl aminoacetate hydrochloride). Solvent: ClCCl (dichloromethane), ClCCl (dichloromethane). Conditions: time 2 hour. The product is ClC1=C(C=CC=2N(N=NC21)CC2CC2)C2=CC=C(CNC(=O)NCC(=O)OCC)C=C2 (Ethyl N-({4-[4-chloro-1-(cyclopropylmethyl)-1H-benzotriazol-5-yl]benzyl}carbamoyl)glycinate). RXN SMILES: [Cl:1][C:2]1[C:10]2[N:9]=[N:8][N:7]([CH2:11][CH:12]3[CH2:14][CH2:13]3)[C:6]=2[CH:5]=[CH:4][C:3]=1[C:15]1[CH:20]=[CH:19][C:18]([CH2:21][NH2:22])=[CH:17][CH:16]=1.[C:23](N1C=CN=C1)(N1C=CN=C1)=[O:24].Cl.[NH2:36][CH2:37][C:38]([O:40][CH2:41][CH3:42])=[O:39]>ClCCl>[Cl:1][C:2]1[C:10]2[N:9]=[N:8][N:7]([CH2:11][CH:12]3[CH2:14][CH2:13]3)[C:6]=2[CH:5]=[CH:4][C:3]=1[C:15]1[CH:16]=[CH:17][C:18]([CH2:21][NH:22][C:23]([NH:36][CH2:37][C:38]([O:40][CH2:41][CH3:42])=[O:39])=[O:24])=[CH:19][CH:20]=1 |f:2.3|. Procedure details: 1-{4-[4-Chloro-1-(cyclopropylmethyl)-1H-benzotriazol-5-yl]phenyl}methanamine (58 mg, 1.8 mmol) was dissolved in dichloromethane (1.8 mL) and treated with carbonyldiimidazole (0.15 g, 0.93 mmol, 5 equiv). The mixture was stirred at ambient temperatures for 2 hours and then treated with ethyl aminoacetate hydrochloride (0.26 g, 1.8 mmol, 10 equiv). The mixture was stirred until complete, diluted with dichloromethane (30 mL) and washed with sodium bicarbonate (2×30 mL, aqueous saturated). The organ...